Task: describe an organic reaction: reactants, conditions, products, and yield. Dataset: the Open Reaction Database (ORD), a public repository of structured organic reaction records Starting materials: COC=1C=CC(=CC1)P2(=S)SP(=S)(S2)C=3C=CC(=CC3)OC (Lawesson's reagent), O=C1NCCC(C1)C(=O)OC (methyl 2-oxopiperidine-4-carboxylate). The product is N1C(CC(CC1)C(=O)OC)=S (methyl piperidine-2-thione-4-carboxylate). Procedure: Add Lawesson's reagent (9.2 g, 22.7 mmol) to a solution of methyl 2-oxopiperidine-4-carboxylate (6.5 g, 41.4 mmol) in toluene (83 mL) and heat to reflux for 2 hours. Cool the solution and concentrate to dryness under reduced pressure. Purify the residue by flash chromatography on silica gel, eluting with ethyl acetate:dichloromethane (gradient 5-15%) to afford the title compound (6.95 g). 1H NMR (CDCl3) δ 1.97 (m, 1H), 2.17 (m, 1H), 2.78 (m, 1H), 3.03 (m, 1H), 3.24 (m, 1H), 3.39 (m, 1H), 3.49 (m... Solvent: C1(=CC=CC=C1)C (toluene). Reaction SMILES: COC1C=CC(P2(SP(C3C=CC(OC)=CC=3)(=S)S2)=[S:10])=CC=1.O=[C:24]1[CH2:29][CH:28]([C:30]([O:32][CH3:33])=[O:31])[CH2:27][CH2:26][NH:25]1>C1(C)C=CC=CC=1>[NH:25]1[CH2:26][CH2:27][CH:28]([C:30]([O:32][CH3:33])=[O:31])[CH2:29][C:24]1=[S:10]. The yield is 176.7%.